describe an organic reaction: reactants, conditions, products, and yield From a dataset of the Open Reaction Database (ORD), a public repository of structured organic reaction records. The reactants are O=C(n1ccnc1)n1ccnc1, Cc1c(C)c2c(c(C)c1O)CCC(C)(C(=O)O)O2, OC1CCNCC1. Product: Cc1c(C)c2c(c(C)c1O)CCC(C)(C(=O)N1CCC(O)CC1)O2. RXN SMILES: [C:19]([n:20]1[cH:21][cH:22][n:23][cH:24]1)([n:25]1[cH:26][cH:27][n:28][cH:29]1)=[O:30].[OH:1][c:2]1[c:3]([CH3:18])[c:4]2[c:9]([c:10]([CH3:13])[c:11]1[CH3:12])[O:8][C:7]([C:14](=[O:15])[OH:16])([CH3:17])[CH2:6][CH2:5]2.[OH:31][CH:32]1[CH2:33][CH2:34][NH:35][CH2:36][CH2:37]1>>[OH:1][c:2]1[c:3]([CH3:18])[c:4]2[c:9]([c:10]([CH3:13])[c:11]1[CH3:12])[O:8][C:7]([C:14](=[O:16])[N:35]1[CH2:34][CH2:33][CH:32]([OH:31])[CH2:37][CH2:36]1)([CH3:17])[CH2:6][CH2:5]2. Starting materials: ice water, [OH-].[Na+] (sodium hydroxide), ClC1=C(C(=CC(=C1)[N+](=O)[O-])Cl)N1C=NC(=CC1=O)C(F)(F)F (1-(2,6-Dichloro-4-nitrophenyl)-4-trifluoromethylpyrimidin-6-one), stannous chloride, 61. Run in Cl (hydrochloric acid). Product: NC1=CC(=C(C(=C1)Cl)N1C=NC(=CC1=O)C(F)(F)F)Cl (1-(4-amino-2,6-dichlorophenyl)-4-trifluoromethylpyrimidin-6-one). Reaction SMILES: [Cl:1][C:2]1[CH:7]=[C:6]([N+:8]([O-])=O)[CH:5]=[C:4]([Cl:11])[C:3]=1[N:12]1[C:17](=[O:18])[CH:16]=[C:15]([C:19]([F:22])([F:21])[F:20])[N:14]=[CH:13]1.[OH-].[Na+]>Cl>[NH2:8][C:6]1[CH:5]=[C:4]([Cl:11])[C:3]([N:12]2[C:17](=[O:18])[CH:16]=[C:15]([C:19]([F:20])([F:22])[F:21])[N:14]=[CH:13]2)=[C:2]([Cl:1])[CH:7]=1 |f:1.2|. Procedure: 1-(2,6-Dichloro-4-nitrophenyl)-4-trifluoromethylpyrimidin-6-one (2.0 g) was added in one portion to a stirred suspension of stannous chloride (4.46 g) in concentrated aqueous hydrochloric acid (50 ml) at ambient temperature. After a period of 61/2 hours, the reaction mixture was poured into ice/water, made basic with aqueous sodium hydroxide solution, and extracted into ethyl acetate. The organic extracts were dried (magnesium sulphate), filtered, and evaporation of the solvent, under reduced pr... Reactants: [BH4-].[Na+] (Sodium borohydride), [I-].C(CCC)OC=1C(=NSN1)C=1C=[N+](C=CC1)C (3-(4-butoxy-1,2,5-thiadiazol-3-yl)-1-methylpyridinium iodide). The solvent is C(C)O (ethanol). Conditions: temperature 0 celsius, time 1 hour. Yields the product NC(C#N)C=1C=NC=CC1 (alpha-amino-alpha(3-pyridyl)acetonitril). RXN SMILES: [BH4-].[Na+].[I-].C(O[C:9]1[C:10]([C:14]2[CH:15]=[N+:16](C)[CH:17]=[CH:18][CH:19]=2)=[N:11]S[N:13]=1)CCC>C(O)C>[NH2:11][CH:10]([C:14]1[CH:15]=[N:16][CH:17]=[CH:18][CH:19]=1)[C:9]#[N:13] |f:0.1,2.3|. Procedure details: Sodium borohydride (240 mg, 6.4 mmol) was added to a solution of 3-(4-butoxy-1,2,5-thiadiazol-3-yl)-1-methylpyridinium iodide (0.60 g, 1.6 mmol) in ethanol (99.9%, 20 ml) and the reaction mixture was stirred at 0° C. for 1 h. After evaporation the residue was dissolved in water and extracted with ethyl acetate. The dried organic phases were evaporated and the residue purified by column chromatography (SiO2, eluent: ethyl acetate/methanol (4:1)). The title compound was crystallized as the oxalate...